From a dataset of the Open Reaction Database (ORD), a public repository of structured organic reaction records. describe an organic reaction: reactants, conditions, products, and yield Starting materials: C[Si](CCOCN1C=CC2=C1N=CN=C2C2=CN=C(S2)C(CC#N)CC#N)(C)C (3-[5-(7-[2-(trimethylsilyl)ethoxy]methyl-7H-pyrrolo[2,3-d]pyrimidin-4-yl)-1,3-thiazol-2-yl]pentanedinitrile), C(=O)(C(F)(F)F)O (TFA). Run in C(Cl)Cl (DCM). Run at time 4 hour. Yields the product N1=CN=C(C2=C1NC=C2)C2=CN=C(S2)C(CC#N)CC#N (3-[5-(7H-Pyrrolo[2,3-d]pyrimidin-4-yl)-1,3-thiazol-2-yl]pentanedinitrile). Yield: 61.8%. Reaction SMILES: C[Si](C)(C)CCOC[N:7]1[C:11]2[N:12]=[CH:13][N:14]=[C:15]([C:16]3[S:20][C:19]([CH:21]([CH2:25][C:26]#[N:27])[CH2:22][C:23]#[N:24])=[N:18][CH:17]=3)[C:10]=2[CH:9]=[CH:8]1.C(O)(C(F)(F)F)=O>C(Cl)Cl>[N:12]1[C:11]2[NH:7][CH:8]=[CH:9][C:10]=2[C:15]([C:16]2[S:20][C:19]([CH:21]([CH2:25][C:26]#[N:27])[CH2:22][C:23]#[N:24])=[N:18][CH:17]=2)=[N:14][CH:13]=1. Procedure: A solution of 3-[5-(7-[2-(trimethylsilyl)ethoxy]methyl-7H-pyrrolo[2,3-d]pyrimidin-4-yl)-1,3-thiazol-2-yl]pentanedinitrile (14 mg, 0.033 mmol) in DCM (3 mL) containing TFA (0.6 mL) was stirred for 4 hours. The mixture was then concentrated and the residue was redissolved in methanol (2 mL) to which ethylenediamine (0.4 mL) was then added. After 1 hour reaction time, the product was purified by preparative-HPLC/MS (C18 eluting with a gradient of ACN/H2O containing 0.15% NH4OH) to afford the desire... Starting materials: Fmoc, C(C1=CC=CC=C1)OC(=O)NC(CNC(OCC1C2=CC=CC=C2C=2C=CC=CC12)=O)C(NC(CC1=CC=C(C=C1)Cl)C(N(C(C)C)CC(OCC)OCC)=O)=O (9H-fluoren-9-ylmethyl (2-benzyloxycarbonylamino-2-{2-(4-chlorophenyl)-1-[(2,2-diethoxyethyl)isopropylcarbamoyl]ethylcarbamoyl}ethyl)carbamate), C(C)NCC (diethylamine). Product: NCC(C(NC(CC1=CC=C(C=C1)Cl)C(N(C(C)C)CC(OCC)OCC)=O)=O)NC(OCC1=CC=CC=C1)=O (Benzyl (2-amino-1-{2-(4-chlorophenyl)-1-[(2,2-diethoxyethyl)isopropylcarbamoyl]-ethylcarbamoyl}ethyl)carbamate). RXN SMILES: [CH2:1]([O:8][C:9]([NH:11][CH:12]([C:32](=[O:57])[NH:33][CH:34]([C:43](=[O:56])[N:44]([CH2:48][CH:49]([O:53][CH2:54][CH3:55])[O:50][CH2:51][CH3:52])[CH:45]([CH3:47])[CH3:46])[CH2:35][C:36]1[CH:41]=[CH:40][C:39]([Cl:42])=[CH:38][CH:37]=1)[CH2:13][NH:14]C(=O)OCC1C2C=CC=CC=2C2C1=CC=CC=2)=[O:10])[C:2]1[CH:7]=[CH:6][CH:5]=[CH:4][CH:3]=1.C(NCC)C>>[NH2:14][CH2:13][CH:12]([NH:11][C:9](=[O:10])[O:8][CH2:1][C:2]1[CH:3]=[CH:4][CH:5]=[CH:6][CH:7]=1)[C:32](=[O:57])[NH:33][CH:34]([C:43](=[O:56])[N:44]([CH2:48][CH:49]([O:53][CH2:54][CH3:55])[O:50][CH2:51][CH3:52])[CH:45]([CH3:46])[CH3:47])[CH2:35][C:36]1[CH:37]=[CH:38][C:39]([Cl:42])=[CH:40][CH:41]=1. Procedure: The Fmoc protective group is eliminated from 9H-fluoren-9-ylmethyl (2-benzyloxycarbonylamino-2-{2-(4-chlorophenyl)-1-[(2,2-diethoxyethyl)isopropylcarbamoyl]ethylcarbamoyl}ethyl)carbamate using diethylamine and employing the method as described under b). The desired product is obtained with MW=576.27 (calculated, monoisotopic); measured value (M+H)+=577.22 The reactants are Cl (hydrochloric acid), O1C(OCC1)CCSC=1SC2=C(N1)C=CC=C2 (2-(2-(1,3-dioxolan-2-yl)-ethyithio)benzthiazole). The solvent is O1CCCC1 (tetrahydrofuran). Run at time 6 hour. Product: O=CCCSC=1SC2=C(N1)C=CC=C2 (2-(3-oxopropylthio)-benzthiazole). Reaction SMILES: Cl.[O:2]1CCO[CH:3]1[CH2:7][CH2:8][S:9][C:10]1[S:11][C:12]2[CH:18]=[CH:17][CH:16]=[CH:15][C:13]=2[N:14]=1>O1CCCC1>[O:2]=[CH:3][CH2:7][CH2:8][S:9][C:10]1[S:11][C:12]2[CH:18]=[CH:17][CH:16]=[CH:15][C:13]=2[N:14]=1. Reported procedure: Aqueous 10% hydrochloric acid (50 cm3) was added to a solution of 2-(2-(1,3-dioxolan-2-yl)-ethyithio)benzthiazole (5.3 g) in tetrahydrofuran (50 cm3). After stirring at the ambient temperature for 6 hours the reaction mixture was left to stand for 48 hours during which time a white precipitate formed. The solid was collected by filtration, and a portion (2 g) dissolved in 2M sodium hydroxide solution and extracted with diethyl ether. The organic phase was dried with magnesium sulphate and evapor... The product is CC(=O)OC1C(C)OC(Br)C(OC(C)=O)C1NC(=O)C(F)(F)F. The reactants are Br, CC(=O)O, ClC(Cl)Cl, CC(=O)OC1OC(C)C(OC(C)=O)C(NC(=O)C(F)(F)F)C1OC(C)=O. Reaction SMILES: [BrH:31].[C:27]([OH:28])(=[O:29])[CH3:30].[CH:32]([Cl:33])([Cl:34])[Cl:35].[F:1][C:2]([C:3](=[O:4])[NH:5][CH:6]1[CH:7]([O:21][C:22]([CH3:23])=[O:24])[CH:8]([O:9][C:10](=[O:11])[CH3:12])[O:13][CH:14]([CH3:20])[CH:15]1[O:16][C:17]([CH3:18])=[O:19])([F:25])[F:26]>>[F:1][C:2]([C:3](=[O:4])[NH:5][CH:6]1[CH:7]([O:21][C:22]([CH3:23])=[O:24])[CH:8]([Br:31])[O:13][CH:14]([CH3:20])[CH:15]1[O:16][C:17]([CH3:18])=[O:19])([F:25])[F:26]. The reactants are [Cl-].O[NH3+] (hydroxylammonium chloride), C(O)([O-])=O.[Na+] (sodium hydrogencarbonate), CS(=O)C (dimethyl sulfoxide), C1(CC1)C1=CC2=C(N(C(N(C2=O)CC(=O)C2=CC=C(C=C2)OC)=O)CC2=C(C=C(C=C2)C=2C(=CC=CC2)C#N)F)S1 (4′-{[6-cyclopropyl-3-[2-(4-methoxyphenyl)-2-oxoethyl]-2,4-dioxo-3,4-dihydrothieno[2,3-d]pyrimidin-1(2H)-yl]methyl}-3′-fluorobiphenyl-2-carbonitrile). The solvent is C(Cl)(Cl)Cl (chloroform). Run at temperature 40 celsius, time 30 minute. The product is C1(CC1)C1=CC2=C(N(C(N(C2=O)CC(=O)C2=CC=C(C=C2)OC)=O)CC2=C(C=C(C=C2)C2=C(C=CC=C2)C2=NOC(N2)=O)F)S1 (6-cyclopropyl-1-{[3-fluoro-2′-(5-oxo-4,5-dihydro-1,2,4-oxadiazol-3-yl)biphenyl-4-yl]methyl}-3-[2-(4-methoxyphenyl)-2-oxoethyl]thieno[2,3-d]pyrimidine-2,4(1H,3H)-dione). The yield is 41.9%. Reaction SMILES: [Cl-].O[NH3+:3].[C:4](=[O:7])([O-])[OH:5].[Na+].CS(C)=O.[CH:13]1([C:16]2[S:53][C:19]3[N:20]([CH2:37][C:38]4[CH:43]=[CH:42][C:41]([C:44]5[C:45]([C:50]#[N:51])=[CH:46][CH:47]=[CH:48][CH:49]=5)=[CH:40][C:39]=4[F:52])[C:21](=[O:36])[N:22]([CH2:25][C:26]([C:28]4[CH:33]=[CH:32][C:31]([O:34][CH3:35])=[CH:30][CH:29]=4)=[O:27])[C:23](=[O:24])[C:18]=3[CH:17]=2)[CH2:15][CH2:14]1>C(Cl)(Cl)Cl>[CH:13]1([C:16]2[S:53][C:19]3[N:20]([CH2:37][C:38]4[CH:43]=[CH:42][C:41]([C:44]5[CH:49]=[CH:48][CH:47]=[CH:46][C:45]=5[C:50]5[NH:3][C:4](=[O:7])[O:5][N:51]=5)=[CH:40][C:39]=4[F:52])[C:21](=[O:36])[N:22]([CH2:25][C:26]([C:28]4[CH:33]=[CH:32][C:31]([O:34][CH3:35])=[CH:30][CH:29]=4)=[O:27])[C:23](=[O:24])[C:18]=3[CH:17]=2)[CH2:15][CH2:14]1 |f:0.1,2.3|. Procedure: A mixture of hydroxylammonium chloride (0.93 g), sodium hydrogencarbonate (1.4 g) and dimethyl sulfoxide (20 mL) was stirred at 40° C. for 30 min, 4′-{[6-cyclopropyl-3-[2-(4-methoxyphenyl)-2-oxoethyl]-2,4-dioxo-3,4-dihydrothieno[2,3-d]pyrimidin-1(2H)-yl]methyl}-3′-fluorobiphenyl-2-carbonitrile (0.95 g) was added, and the mixture was stirred at 90° C. for 16 hr. The reaction mixture was diluted with chloroform, washed successively with water and saturated brine, and dried over anhydrous magnesium... The solvent is CC(=O)C (acetone). Product: ClC1=C(C=C(C=C1)N=C=S)C1=C(C=NC=C1)F (4-(2-chloro-5-isothiocyanatophenyl)-3-fluoropyridine). Procedure: The mixture containing 4-chloro-3-(3-fluoropyridin-4-yl)benzenamine (1 eq) and sodium bicarbonate (2 eq) in acetone was treated with thiophosgene (2 eq) and stirred for 5 minutes at 0° C. Reaction then concentrated and partitioned between ethyl acetate and water. Organic layer dried over sodium sulfate and sodium bicarbonate and concentrated to give 4-(2-chloro-5-isothiocyanatophenyl)-3-fluoropyridine. HPLC=5.54 min; MS: MH+=265. Run at temperature 0 celsius, time 5 minute. The reactants are ClC1=C(C=C(C=C1)N)C1=C(C=NC=C1)F (4-chloro-3-(3-fluoropyridin-4-yl)benzenamine), C([O-])(O)=O.[Na+] (sodium bicarbonate), C(=S)(Cl)Cl (thiophosgene). As a reaction SMILES: [Cl:1][C:2]1[CH:7]=[CH:6][C:5]([NH2:8])=[CH:4][C:3]=1[C:9]1[CH:14]=[CH:13][N:12]=[CH:11][C:10]=1[F:15].C(=O)(O)[O-].[Na+].[C:21](Cl)(Cl)=[S:22]>CC(C)=O>[Cl:1][C:2]1[CH:7]=[CH:6][C:5]([N:8]=[C:21]=[S:22])=[CH:4][C:3]=1[C:9]1[CH:14]=[CH:13][N:12]=[CH:11][C:10]=1[F:15] |f:1.2|. Starting materials: BrCc1cccnc1, Br, CC1(C)COc2cc3c(cc21)C1(CO3)C(=O)Nc2ccccc21, [H-], [Na+], CN(C)C=O. The product is CC1(C)COc2cc3c(cc21)C1(CO3)C(=O)N(Cc2cccnc2)c2ccccc21. Reaction SMILES: [Br:27][CH2:28][c:29]1[cH:30][n:31][cH:32][cH:33][cH:34]1.[BrH:26].[CH3:1][C:2]1([CH3:23])[c:3]2[c:4]([cH:7][c:8]3[c:12]([cH:13]2)[C:11]2([CH2:10][O:9]3)[C:14](=[O:22])[NH:15][c:16]3[cH:17][cH:18][cH:19][cH:20][c:21]32)[O:5][CH2:6]1.[H-:24].[Na+:25].[O:35]=[CH:36][N:37]([CH3:38])[CH3:39]>>[CH3:1][C:2]1([CH3:23])[c:3]2[c:4]([cH:7][c:8]3[c:12]([cH:13]2)[C:11]2([CH2:10][O:9]3)[C:14](=[O:22])[N:15]([CH2:28][c:29]3[cH:30][n:31][cH:32][cH:33][cH:34]3)[c:16]3[cH:17][cH:18][cH:19][cH:20][c:21]32)[O:5][CH2:6]1. Reactants: CC(C)(C)OC(=O)NCc1nc([Sn](C)(C)C)cs1, CO, [Cl-], Clc1ccn2c(I)cnc2c1, ClCCl, [Li+], C1COCCO1, c1ccc(P(c2ccccc2)(c2ccccc2)[Pd](P(c2ccccc2)(c2ccccc2)c2ccccc2)(P(c2ccccc2)(c2ccccc2)c2ccccc2)P(c2ccccc2)(c2ccccc2)c2ccccc2)cc1. The product is CC(C)(C)OC(=O)NCc1nc(-c2cnc3cc(Cl)ccn23)cs1. Reaction SMILES: [C:1]([CH3:2])([CH3:3])([CH3:4])[O:5][C:6]([NH:7][CH2:8][c:9]1[s:10][cH:11][c:12]([Sn:14]([CH3:15])([CH3:16])[CH3:17])[n:13]1)=[O:18].[CH3:38][OH:39].[Cl-:30].[Cl:19][c:20]1[cH:21][c:22]2[n:23]([cH:24][cH:25]1)[c:26]([I:29])[cH:27][n:28]2.[Cl:40][CH2:41][Cl:42].[Li+:31].[O:32]1[CH2:33][CH2:34][O:35][CH2:36][CH2:37]1.[cH:43]1[cH:44][cH:45][c:46]([P:47]([Pd:48]([P:49]([c:50]2[cH:51][cH:52][cH:53][cH:54][cH:55]2)([c:56]2[cH:57][cH:58][cH:59][cH:60][cH:61]2)[c:62]2[cH:63][cH:64][cH:65][cH:66][cH:67]2)([P:68]([c:69]2[cH:70][cH:71][cH:72][cH:73][cH:74]2)([c:75]2[cH:76][cH:77][cH:78][cH:79][cH:80]2)[c:81]2[cH:82][cH:83][cH:84][cH:85][cH:86]2)[P:87]([c:88]2[cH:89][cH:90][cH:91][cH:92][cH:93]2)([c:94]2[cH:95][cH:96][cH:97][cH:98][cH:99]2)[c:100]2[cH:101][cH:102][cH:103][cH:104][cH:105]2)([c:106]2[cH:107][cH:108][cH:109][cH:110][cH:111]2)[c:112]2[cH:113][cH:114][cH:115][cH:116][cH:117]2)[cH:118][cH:119]1>>[C:1]([CH3:2])([CH3:3])([CH3:4])[O:5][C:6]([NH:7][CH2:8][c:9]1[s:10][cH:11][c:12](-[c:26]2[n:23]3[c:22]([cH:21][c:20]([Cl:19])[cH:25][cH:24]3)[n:28][cH:27]2)[n:13]1)=[O:18]. Starting materials: CCCC(C)C1(C(=O)NC(=O)[N-]C1=O)CC=C.[Na+] (Sodium seconal), [Cl-].[Cl-].[Ca+2] (CaCl2). The solvent is O (water). Reaction conditions: time 8 hour. Yields the product CCCC(C)C1(C(=O)NC(=O)NC1=O)CC=C (seconal). The yield is 44.8%. RXN SMILES: [CH3:1][CH2:2][CH2:3][CH:4]([C:6]1([CH2:15][CH:16]=[CH2:17])[C:13](=[O:14])[N-:12][C:10](=[O:11])[NH:9][C:7]1=[O:8])[CH3:5].[Na+].[Cl-].[Cl-].[Ca+2]>O>[CH3:1][CH2:2][CH2:3][CH:4]([C:6]1([CH2:15][CH:16]=[CH2:17])[C:13](=[O:14])[NH:12][C:10](=[O:11])[NH:9][C:7]1=[O:8])[CH3:5] |f:0.1,2.3.4|. Procedure: Sodium seconal (2 g) was dissolved in a small volume of water and mixed with a conc. aqueous solution of CaCl2. The white precipitate which separated out was filtered, washed with water, then with ether and air dried on the filter funnel. A white powder (2.3 g) assumed to be the Ca salt of seconal was collected. This was dissolved in methanol (50 ml) and, after addition of 1.1 g of sodium chloroacetate and 2 ml DMF, was refluxed for 6 hours, and then allowed to stir at room temperature overnight... Starting materials: C1CCOC1, CS(=O)(=O)OCCN1CC(c2cccc(C(F)(F)F)c2)N(c2ccc(Oc3ccc(Cl)cc3)cc2)C1=O, NCCO. Product: O=C1N(CCNCCO)CC(c2cccc(C(F)(F)F)c2)N1c1ccc(Oc2ccc(Cl)cc2)cc1. Reaction SMILES: [CH2:42]1[O:43][CH2:44][CH2:45][CH2:46]1.[CH3:1][S:2]([O:3][CH2:6][CH2:7][N:8]1[C:9](=[O:37])[N:10]([c:23]2[cH:24][cH:25][c:26]([O:29][c:30]3[cH:31][cH:32][c:33]([Cl:36])[cH:34][cH:35]3)[cH:27][cH:28]2)[CH:11]([c:13]2[cH:14][c:15]([C:19]([F:20])([F:21])[F:22])[cH:16][cH:17][cH:18]2)[CH2:12]1)(=[O:4])=[O:5].[NH2:38][CH2:39][CH2:40][OH:41]>>[CH2:6]([CH2:7][N:8]1[C:9](=[O:37])[N:10]([c:23]2[cH:24][cH:25][c:26]([O:29][c:30]3[cH:31][cH:32][c:33]([Cl:36])[cH:34][cH:35]3)[cH:27][cH:28]2)[CH:11]([c:13]2[cH:14][c:15]([C:19]([F:20])([F:21])[F:22])[cH:16][cH:17][cH:18]2)[CH2:12]1)[NH:38][CH2:39][CH2:40][OH:41].